From a dataset of the Open Reaction Database (ORD), a public repository of structured organic reaction records. describe an organic reaction: reactants, conditions, products, and yield Starting materials: C(C1=CC=CC=C1)OC=1C=C2C=CC(=CC2=CC1)C(C(C)C)(O)C=1N=CN(C1)C(C1=CC=CC=C1)(C1=CC=CC=C1)C1=CC=CC=C1 (1-(6-Benzyloxynaphthalen-2-yl)-1-(1-trityl-1H-imidazol-4-yl)-2-methyl-1-propanol). The reagents and catalysts are [C].[Pd] (palladium carbon). The solvent is C(C)(=O)O (acetic acid). Conditions: temperature 50 celsius, time 2 hour. The product is OC=1C=C2C=CC(=CC2=CC1)C(C(C)C)(O)C=1N=CNC1 (1-(6-Hydroxynaphthalen-2-yl)-1-(1H-imidazol-4-yl)-2-methyl-1-propanol). The yield is 72.6%. As a reaction SMILES: C([O:8][C:9]1[CH:10]=[C:11]2[C:16](=[CH:17][CH:18]=1)[CH:15]=[C:14]([C:19]([C:24]1[N:25]=[CH:26][N:27](C(C3C=CC=CC=3)(C3C=CC=CC=3)C3C=CC=CC=3)[CH:28]=1)([OH:23])[CH:20]([CH3:22])[CH3:21])[CH:13]=[CH:12]2)C1C=CC=CC=1>C(O)(=O)C.[C].[Pd]>[OH:8][C:9]1[CH:10]=[C:11]2[C:16](=[CH:17][CH:18]=1)[CH:15]=[C:14]([C:19]([C:24]1[N:25]=[CH:26][NH:27][CH:28]=1)([OH:23])[CH:20]([CH3:22])[CH3:21])[CH:13]=[CH:12]2 |f:2.3|. Procedure details: 1-(6-Benzyloxynaphthalen-2-yl)-1-(1-trityl-1H-imidazol-4-yl)-2-methyl-1-propanol (0.9 g) was dissolved in acetic acid (20 ml), and to the solution was added 10% palladium carbon (0.25 g). The mixture was stirred at 50° C. for 2 h under hydrogen atmosphere. The catalyst was filtered off, and the filtrate was concentrated. The residue was purified by silica gel chromatography (eluent; dichloromethane-methanol=10:1). Crystallization from methanol-ethyl acetate-diisopropyl ether gave the titled comp... The reactants are CC(C)(C)OC(=O)N1CC(n2cc(I)cn2)C1, O=C([O-])[O-], C1COCCO1, [K+], [K+], O, CC1(C)OB(c2cnc(N)c(-c3nc4ccccc4s3)c2)OC1(C)C. The product is CC(C)(C)OC(=O)N1CC(n2cc(-c3cnc(N)c(-c4nc5ccccc5s4)c3)cn2)C1. Reaction SMILES: [C:26]([CH3:27])([CH3:28])([CH3:29])[O:30][C:31](=[O:32])[N:33]1[CH2:34][CH:35]([n:37]2[n:38][cH:39][c:40]([I:42])[cH:41]2)[CH2:36]1.[C:43](=[O:44])([O-:45])[O-:46].[CH2:49]1[O:50][CH2:51][CH2:52][O:53][CH2:54]1.[K+:47].[K+:48].[OH2:55].[s:1]1[c:2](-[c:10]2[c:11]([NH2:25])[n:12][cH:13][c:14]([B:16]3[O:17][C:18]([CH3:19])([CH3:20])[C:21]([CH3:22])([CH3:23])[O:24]3)[cH:15]2)[n:3][c:4]2[c:5]1[cH:6][cH:7][cH:8][cH:9]2>>[s:1]1[c:2](-[c:10]2[c:11]([NH2:25])[n:12][cH:13][c:14](-[c:40]3[cH:39][n:38][n:37]([CH:35]4[CH2:34][N:33]([C:31]([O:30][C:26]([CH3:27])([CH3:28])[CH3:29])=[O:32])[CH2:36]4)[cH:41]3)[cH:15]2)[n:3][c:4]2[c:5]1[cH:6][cH:7][cH:8][cH:9]2. Starting materials: COC([C@@H](N)CC1=CC=C(C=C1)O)=O (tyrosine methyl ester), ( 8 ), CON([C@@H](C)C(=O)O)C1=CC=CC=C1 (methoxyphenyl alanine), N[C@@H](C)C(=O)O (alanine), [I-].[Na+] (sodium iodide). The solvent is Cl (HCl), Br (hydrobromic acid). Reaction conditions: temperature 105 celsius, time 12 hour. Product: N[C@@H](CC1=CC=C(C=C1)O)C(=O)O (Tyrosine). RXN SMILES: C[O:2][C:3](=[O:14])[C@H:4]([CH2:6][C:7]1[CH:12]=[CH:11][C:10]([OH:13])=[CH:9][CH:8]=1)[NH2:5].CON(C1C=CC=CC=1)[C@H](C(O)=O)C.N[C@H](C(O)=O)C.[I-].[Na+]>Cl.Br>[NH2:5][C@H:4]([C:3]([OH:14])=[O:2])[CH2:6][C:7]1[CH:8]=[CH:9][C:10]([OH:13])=[CH:11][CH:12]=1 |f:3.4|. Procedure: The synthesis was carried out with reference to the disclosure of Reference Article (8). There was dissolved 1.02 g (3.8 mmol) of the tyrosine methyl ester (2) in 50 ml of a 1N HCl solution, and then the resulting solution was stirred at 105° C. for 12 hours. After cooling, the resulting mixture was concentrated and then ion-exchanged using Dowex-50w-X8 to thus give 775 mg (3.77 mmol) of methoxyphenyl alanine. This alanine and 623 mg (4.15 mmol) of sodium iodide were dissolved in 45 ml of a 48% ...